This data is from the Open Reaction Database (ORD), a public repository of structured organic reaction records. The task is: describe an organic reaction: reactants, conditions, products, and yield The reactants are Cl (hydrochloric acid), C(=O)C1=C2N(C=3C=CC=CC13)CCN(CC2)C(=O)OC(C)(C)C (tert-butyl 11-formyl-1,2,4,5-tetrahydro-3H-[1,4]diazepino[1,7-a]indole-3-carboxylate), Cl (hydrochloric acid). Run in CO (methanol), CO (methanol). Run at temperature 0 celsius, time 15 minute. Product: C1CNCCN2C1=C(C=1C=CC=CC21)C=O (2,3,4,5-tetrahydro-1H-[1,4]diazepino[1,7-a]indole-11-carbaldehyde). Yield: 76.5%. RXN SMILES: [CH:1]([C:3]1[C:11]2[CH:10]=[CH:9][CH:8]=[CH:7][C:6]=2[N:5]2[CH2:12][CH2:13][N:14](C(OC(C)(C)C)=O)[CH2:15][CH2:16][C:4]=12)=[O:2].Cl>CO>[CH2:16]1[C:4]2=[C:3]([CH:1]=[O:2])[C:11]3[CH:10]=[CH:9][CH:8]=[CH:7][C:6]=3[N:5]2[CH2:12][CH2:13][NH:14][CH2:15]1. Procedure: A suspension of tert-butyl 11-formyl-1,2,4,5-tetrahydro-3H-[1,4]diazepino[1,7-a]indole-3-carboxylate (225 mg, 0.72 mmol) in methanol (5 mL) is cooled to 0° C. and treated with a solution of saturated hydrochloric acid in methanol (3 mL). After 15 min, the yellow homogenous solution is treated with an additional portion of the hydrochloric acid solution and warmed to rt. After 1 hr, the reaction is concentrated under reduced pressure, diluted with 2M sodium hydroxide (15 mL), and extracted twice ... Starting materials: BrC=1C=CC(=NC1)N1CCNCC1 (1-(5-bromopyridin-2-yl)-piperazine), CN(C)CC1=CNC2=NC=CC=C21 (3-(N,N-dimethylaminomethyl)-1H-pyrrolo[2,3-b]pyridine). The solvent is C1(=CC=CC=C1)C (toluene). Product: BrC=1C=CC(=NC1)N1CCN(CC1)CC1=CNC2=NC=CC=C21 (3-[4-(5-bromopyridin-2-yl)-piperazin-1-yl]methyl-1H-pyrrolo[2,3-b]pyridine). The yield is 97.3%. Reaction SMILES: [Br:1][C:2]1[CH:3]=[CH:4][C:5]([N:8]2[CH2:13][CH2:12][NH:11][CH2:10][CH2:9]2)=[N:6][CH:7]=1.CN([CH2:17][C:18]1[C:26]2[C:21](=[N:22][CH:23]=[CH:24][CH:25]=2)[NH:20][CH:19]=1)C>C1(C)C=CC=CC=1>[Br:1][C:2]1[CH:3]=[CH:4][C:5]([N:8]2[CH2:9][CH2:10][N:11]([CH2:17][C:18]3[C:26]4[C:21](=[N:22][CH:23]=[CH:24][CH:25]=4)[NH:20][CH:19]=3)[CH2:12][CH2:13]2)=[N:6][CH:7]=1. Procedure details: A solution of 1-(5-bromopyridin-2-yl)-piperazine (310 mg,1.28 mmol) (prepared in Example 3(b)) and 3-(N,N-dimethylaminomethyl)-1H-pyrrolo[2,3-b]pyridine (215 mg, 1.16 mmol) (prepared in Example 1(a)) in toluene (10 mL) was heated at reflux for 18 h. The heating was discontinued and the solution allowed to cool to room temperature during which time a colourless solid precipitated out of solution. The solid was collected by filtration and dried in vacuo to yield 3-[4-(5-bromopyridin-2-yl)-piperazi... Reactants: COC(=O)C=CC(=O)[O-], CCCCCCCCOC(=O)C1CC2CCCC2N1. Yields the product CCCCCCCCOC(=O)C1CC2CCCC2N1C(=O)C=CC(=O)OC. As a reaction SMILES: [C:20]([CH:21]=[CH:22][C:23](=[O:24])[O-:25])(=[O:26])[O:27][CH3:28].[CH:1]12[NH:2][CH:3]([C:9](=[O:10])[O:11][CH2:12][CH2:13][CH2:14][CH2:15][CH2:16][CH2:17][CH2:18][CH3:19])[CH2:4][CH:5]1[CH2:6][CH2:7][CH2:8]2>>[CH:1]12[N:2]([C:23]([CH:22]=[CH:21][C:20](=[O:26])[O:27][CH3:28])=[O:24])[CH:3]([C:9](=[O:10])[O:11][CH2:12][CH2:13][CH2:14][CH2:15][CH2:16][CH2:17][CH2:18][CH3:19])[CH2:4][CH:5]1[CH2:6][CH2:7][CH2:8]2. Starting materials: [Al+3], C1CCOC1, COc1cccc(CC2CCCCC2C(=O)O)c1, Cl, [H-], [H-], [H-], [H-], [Li+], O. The product is COc1cccc(CC2CCCCC2CO)c1. RXN SMILES: [Al+3:2].[CH2:26]1[O:27][CH2:28][CH2:29][CH2:30]1.[CH3:7][O:8][c:9]1[cH:10][c:11]([CH2:12][CH:13]2[CH:14]([C:19](=[O:20])[OH:21])[CH2:15][CH2:16][CH2:17][CH2:18]2)[cH:22][cH:23][cH:24]1.[ClH:25].[H-:1].[H-:4].[H-:5].[H-:6].[Li+:3].[OH2:31]>>[CH3:7][O:8][c:9]1[cH:10][c:11]([CH2:12][CH:13]2[CH:14]([CH2:19][OH:20])[CH2:15][CH2:16][CH2:17][CH2:18]2)[cH:22][cH:23][cH:24]1. Starting materials: N(=NC(=O)OCC)C(=O)OCC (Diethyl azodicarboxylate), CC1(OCCO1)COC1=CC=C(C=C1)O (4-[(2-methyl-1,3-dioxolan-2-yl)methoxy]phenol), C(C)(C)(C)OC(=O)NC(C)O (N-t-butoxycarbonylaminoethanol), C1(=CC=CC=C1)P(C1=CC=CC=C1)C1=CC=CC=C1 (triphenylphosphine). The solvent is O1CCCC1 (tetrahydrofuran). Run at time 64 hour. Yields the product C(C)(C)(C)OC(=O)NCCOC1=CC=C(C=C1)OCC1(OCCO1)C (1-t-butoxycarbonylamino-2-[4-((2-methyl-1,3-dioxolan-2-yl)-methoxy)phenoxy]ethane). The yield is 56.0%. RXN SMILES: N(C(OCC)=O)=NC(OCC)=O.[CH3:13][C:14]1([CH2:19][O:20][C:21]2[CH:26]=[CH:25][C:24]([OH:27])=[CH:23][CH:22]=2)[O:18][CH2:17][CH2:16][O:15]1.[C:28]([O:32][C:33]([NH:35][CH:36](O)[CH3:37])=[O:34])([CH3:31])([CH3:30])[CH3:29].C1(P(C2C=CC=CC=2)C2C=CC=CC=2)C=CC=CC=1>O1CCCC1>[C:28]([O:32][C:33]([NH:35][CH2:36][CH2:37][O:27][C:24]1[CH:25]=[CH:26][C:21]([O:20][CH2:19][C:14]2([CH3:13])[O:18][CH2:17][CH2:16][O:15]2)=[CH:22][CH:23]=1)=[O:34])([CH3:31])([CH3:30])[CH3:29]. Reported procedure: Diethyl azodicarboxylate (3.8 ml) was added dropwise to a stirred solution of 4-[(2-methyl-1,3-dioxolan-2-yl)methoxy]phenol (3.4 g), N-t-butoxycarbonylaminoethanol (5.2 g) and triphenylphosphine (6.3 g) in anhydrous tetrahydrofuran (100 ml), at ice-bath temperature, under argon. The reaction mixture was left for 64 hours at 25° C. and then the solvent was removed under reduced pressure. The residue was dissolved in ether (100 ml) and the ethereal solution washed with 2N aqueous sodium hydroxide ... The reactants are C(C)C1=CC=C(OC(C(=O)O)CC)C=C1 ((2RS)-2-(4-ethylphenoxy)butyric acid), [Si](C)(C)(C(C)(C)C)O[C@@H]1C=C2C=C[C@@H]([C@@H]([C@H]2[C@H](C1)O)CC[C@@H]1C[C@H](CC(O1)=O)O[Si](C)(C)C(C)(C)C)C ((4R,6R)-6-{(1S,2S,6S,8S,8aR)-2-[1,2,6,7,8,8a-hexahydro-6-t-butyldimethylsilyloxy-8-hydroxy-2-methyl-1-naphthyl]ethyl)tetrahydro-4-t-butyldimethylsilyloxy-2H-pyran-2-one). Product: [Si](C)(C)(C(C)(C)C)O[C@@H]1C=C2C=C[C@@H]([C@@H]([C@H]2[C@H](C1)OC(C(CC)OC1=CC=C(C=C1)CC)=O)CC[C@@H]1C[C@H](CC(O1)=O)O[Si](C)(C)C(C)(C)C)C ((4R,6R)-6-([1S,2S,6S,8S,8aR]-2-{1,2,6,7,8,8a-Hexahydro-6-t-butyldimethylsilyloxy-8-[(2RS)-2-(4-ethylphenoxy)butyryloxy]-2-methyl-1-naphthyl}ethyl)tetrahydro-4-t-butyldimethylsilyloxy-2H-pyran-2-one). Isolated yield 114.7%. As a reaction SMILES: [CH2:1]([C:3]1[CH:15]=[CH:14][C:6]([O:7][CH:8]([CH2:12][CH3:13])[C:9]([OH:11])=[O:10])=[CH:5][CH:4]=1)[CH3:2].[Si:16]([O:23][C@H:24]1[CH2:33][C@H:32](O)[C@H:31]2[C:26]([CH:27]=[CH:28][C@H:29]([CH3:52])[C@@H:30]2[CH2:35][CH2:36][C@H:37]2[O:42][C:41](=[O:43])[CH2:40][C@H:39]([O:44][Si:45]([C:48]([CH3:51])([CH3:50])[CH3:49])([CH3:47])[CH3:46])[CH2:38]2)=[CH:25]1)([C:19]([CH3:22])([CH3:21])[CH3:20])([CH3:18])[CH3:17]>>[Si:16]([O:23][C@H:24]1[CH2:33][C@H:32]([O:10][C:9](=[O:11])[CH:8]([O:7][C:6]2[CH:14]=[CH:15][C:3]([CH2:1][CH3:2])=[CH:4][CH:5]=2)[CH2:12][CH3:13])[C@H:31]2[C:26]([CH:27]=[CH:28][C@H:29]([CH3:52])[C@@H:30]2[CH2:35][CH2:36][C@H:37]2[O:42][C:41](=[O:43])[CH2:40][C@H:39]([O:44][Si:45]([C:48]([CH3:51])([CH3:50])[CH3:49])([CH3:46])[CH3:47])[CH2:38]2)=[CH:25]1)([C:19]([CH3:20])([CH3:21])[CH3:22])([CH3:18])[CH3:17]. Procedure: A procedure similar to that described in Example 1, above, was followed, but using 416 mg of (2RS)-2-(4-ethylphenoxy)butyric acid and 551 mg of (4R,6R)-6-{(1S,2S,6S,8S,8aR)-2-[1,2,6,7,8,8a-hexahydro-6-t-butyldimethylsilyloxy-8-hydroxy-2-methyl-1-naphthyl]ethyl)tetrahydro-4-t-butyldimethylsilyloxy-2H-pyran-2-one [prepared as described in Example B, above], to give 850 mg of the title compound as a colorless foam.